This data is from the Open Reaction Database (ORD), a public repository of structured organic reaction records. The task is: describe an organic reaction: reactants, conditions, products, and yield Reactants: C(CCCCCCC)ON=C(C(=O)OCC)C(CCl)=O (Ethyl 2-n-octyloxyimino-4-chloro-3-oxobutyrate), NC(=S)N (thiourea), O.O.O.C(C)(=O)[O-].[Na+] (sodium acetate trihydrate), O (water). Solvent: C(C)O (ethanol). The product is NC=1SC=C(N1)C(C(=O)OCC)=NOCCCCCCCC (ethyl 2-(2-aminothiazol-4-yl)-2-n-octyloxyiminoacetate). The yield is 35.8%. Reaction SMILES: [CH2:1]([O:9][N:10]=[C:11]([C:17](=O)[CH2:18]Cl)[C:12]([O:14][CH2:15][CH3:16])=[O:13])[CH2:2][CH2:3][CH2:4][CH2:5][CH2:6][CH2:7][CH3:8].[NH2:21][C:22]([NH2:24])=[S:23].O.O.O.C([O-])(=O)C.[Na+].O>C(O)C>[NH2:24][C:22]1[S:23][CH:18]=[C:17]([C:11](=[N:10][O:9][CH2:1][CH2:2][CH2:3][CH2:4][CH2:5][CH2:6][CH2:7][CH3:8])[C:12]([O:14][CH2:15][CH3:16])=[O:13])[N:21]=1 |f:2.3.4.5.6|. Procedure: Ethyl 2-n-octyloxyimino-4-chloro-3-oxobutyrate (syn isomer, 169.6 g.), thiourea (42.3 g.), sodium acetate trihydrate (75.5 g.), water (420 ml.) and ethanol (1020 ml.) were treated in a similar manner to that of Example F-(3) to give ethyl 2-(2-aminothiazol-4-yl)-2-n-octyloxyiminoacetate (syn isomer, 65 g.), mp. 77° to 78° C.